This data is from the Open Reaction Database (ORD), a public repository of structured organic reaction records. The task is: describe an organic reaction: reactants, conditions, products, and yield Reactants: 2, [OH-].[Na+] (NaOH), ice, O (water), [OH-].[Na+] (sodium hydroxide), ClC1=C(C#N)C=C(C=C1)[N+](=O)[O-] (2-chloro-5-nitrobenzonitrile), ClC=1C=C(C=CC1Cl)O (3,4-dichlorophenol). Run in CS(=O)C (dimethyl sulfoxide). Reaction conditions: temperature 60 celsius. Product: ClC=1C=C(OC2=C(C#N)C=C(C=C2)[N+](=O)[O-])C=CC1Cl (2-(3,4-Dichlorophenoxy)-5-nitrobenzonitrile). The yield is 96.1%. RXN SMILES: [Cl:1][C:2]1[CH:3]=[C:4]([OH:9])[CH:5]=[CH:6][C:7]=1[Cl:8].[OH-].[Na+].Cl[C:13]1[CH:20]=[CH:19][C:18]([N+:21]([O-:23])=[O:22])=[CH:17][C:14]=1[C:15]#[N:16].O>CS(C)=O>[Cl:1][C:2]1[CH:3]=[C:4]([CH:5]=[CH:6][C:7]=1[Cl:8])[O:9][C:13]1[CH:20]=[CH:19][C:18]([N+:21]([O-:23])=[O:22])=[CH:17][C:14]=1[C:15]#[N:16] |f:1.2|. Procedure details: To a solution of 91.3 grams (g) (0.56 moles) of 3,4-dichlorophenol dissolved in 500 milliliters (ml) of dimethyl sulfoxide (DMSO) was added 22.4 g (0.56 moles) of sodium hydroxide (NaOH). The slurry was heated at 60° C. for 15 minutes and 100 g (0.55 moles) of 2-chloro-5-nitrobenzonitrile was added. The mixture was heated at 75° C. for 3 hours (hrs). The reaction mixture was cooled and poured into a slurry of 200 ml of 2 normal (2 N) NaOH and 1800 ml of ice and water with the product precipitati... The reactants are CC(C)(C)C=1C(=C(C=CC1)S(=O)O)OC (3-(1,1-dimethylethyl)-2-methoxybenzenesulfinic acid), C(=O)([O-])[O-].[Na+].[Na+] (Na2CO3), ClC(C(=O)O)Cl (dichloroacetic acid). The product is ClCS(=O)(=O)C1=C(C=CC(=C1)C(C)(C)C)OC (2-chloromethylsulfonyl-4-(1,1-dimethylethyl)anisole). Reaction SMILES: [CH3:1][C:2]([C:5]1[C:6](OC)=[C:7]([S:11]([OH:13])=[O:12])[CH:8]=[CH:9][CH:10]=1)([CH3:4])[CH3:3].[C:16]([O-:19])([O-])=O.[Na+].[Na+].[Cl:22][CH:23](Cl)C(O)=O>>[Cl:22][CH2:23][S:11]([C:7]1[CH:6]=[C:5]([C:2]([CH3:1])([CH3:3])[CH3:4])[CH:10]=[CH:9][C:8]=1[O:19][CH3:16])(=[O:12])=[O:13] |f:1.2.3|. Procedure details: 22.8 g (0.1 mol) of 3-(1,1-dimethylethyl)-2-methoxybenzenesulfinic acid, 23 g of Na2CO3 and 15 g (0.117 mol) of dichloroacetic acid are dissolved in 150 ml of H2. The solution is slowly evaporated to dryness at a bath temperature of 160° C. The residue is again taken up in H2O, and the solution is neutralized with a little dilute hydrochloric acid and extracted by shaking several times with ethyl acetate. After removing the solvent, the product is obtained as crystals. Starting materials: CCOC(=O)Cc1c(Br)[nH]c2ccccc12, [Na+], [Na+], O=C([O-])[O-], C1COCCO1, OB(O)c1ccccc1, c1ccc(P(c2ccccc2)(c2ccccc2)[Pd](P(c2ccccc2)(c2ccccc2)c2ccccc2)(P(c2ccccc2)(c2ccccc2)c2ccccc2)P(c2ccccc2)(c2ccccc2)c2ccccc2)cc1. Product: CCOC(=O)Cc1c(-c2ccccc2)[nH]c2ccccc12. RXN SMILES: [Br:1][c:2]1[nH:3][c:4]2[cH:5][cH:6][cH:7][cH:8][c:9]2[c:10]1[CH2:11][C:12](=[O:13])[O:14][CH2:15][CH3:16].[Na+:17].[Na+:18].[O-:19][C:20](=[O:21])[O-:22].[O:32]1[CH2:33][CH2:34][O:35][CH2:36][CH2:37]1.[c:23]1([B:29]([OH:30])[OH:31])[cH:24][cH:25][cH:26][cH:27][cH:28]1.[cH:38]1[cH:39][cH:40][c:41]([P:42]([Pd:43]([P:44]([c:45]2[cH:46][cH:47][cH:48][cH:49][cH:50]2)([c:51]2[cH:52][cH:53][cH:54][cH:55][cH:56]2)[c:57]2[cH:58][cH:59][cH:60][cH:61][cH:62]2)([P:63]([c:64]2[cH:65][cH:66][cH:67][cH:68][cH:69]2)([c:70]2[cH:71][cH:72][cH:73][cH:74][cH:75]2)[c:76]2[cH:77][cH:78][cH:79][cH:80][cH:81]2)[P:82]([c:83]2[cH:84][cH:85][cH:86][cH:87][cH:88]2)([c:89]2[cH:90][cH:91][cH:92][cH:93][cH:94]2)[c:95]2[cH:96][cH:97][cH:98][cH:99][cH:100]2)([c:101]2[cH:102][cH:103][cH:104][cH:105][cH:106]2)[c:107]2[cH:108][cH:109][cH:110][cH:111][cH:112]2)[cH:113][cH:114]1>>[c:2]1(-[c:23]2[cH:24][cH:25][cH:26][cH:27][cH:28]2)[nH:3][c:4]2[cH:5][cH:6][cH:7][cH:8][c:9]2[c:10]1[CH2:11][C:12](=[O:13])[O:14][CH2:15][CH3:16]. The reactants are ClCCl, CN(C)C=O, Cl, NO, C1CCOC1, O=C(O)C=Cc1ccc(NC(=O)c2ccc3ccccc3c2)cc1. The product is O=C(C=Cc1ccc(NC(=O)c2ccc3ccccc3c2)cc1)NO. As a reaction SMILES: [CH2:25]([Cl:26])[Cl:27].[CH3:31][N:32]([CH3:33])[CH:34]=[O:35].[ClH:28].[NH2:29][OH:30].[O:36]1[CH2:37][CH2:38][CH2:39][CH2:40]1.[cH:1]1[c:2]([C:11](=[O:12])[NH:13][c:14]2[cH:15][cH:16][c:17]([CH:20]=[CH:21][C:22](=[O:23])[OH:24])[cH:18][cH:19]2)[cH:3][cH:4][c:5]2[cH:6][cH:7][cH:8][cH:9][c:10]12>>[cH:1]1[c:2]([C:11](=[O:12])[NH:13][c:14]2[cH:15][cH:16][c:17]([CH:20]=[CH:21][C:22](=[O:24])[NH:29][OH:30])[cH:18][cH:19]2)[cH:3][cH:4][c:5]2[cH:6][cH:7][cH:8][cH:9][c:10]12. Reactants: COC(=O)C1(F)C=C2C(=NCN2C)C=C1Nc1ccc(I)cc1F, C=C[Sn](CCCC)(CCCC)CCCC, C1COCCO1. Yields the product C=Cc1ccc(NC2=CC3=NCN(C)C3=CC2(F)C(=O)OC)c(F)c1. As a reaction SMILES: [CH3:1][O:2][C:3](=[O:4])[C:5]1([F:24])[CH:6]=[C:7]2[C:8](=[N:9][CH2:10][N:11]2[CH3:12])[CH:13]=[C:14]1[NH:15][c:16]1[c:17]([F:23])[cH:18][c:19]([I:22])[cH:20][cH:21]1.[CH:25](=[CH2:26])[Sn:27]([CH2:28][CH2:29][CH2:30][CH3:31])([CH2:32][CH2:33][CH2:34][CH3:35])[CH2:36][CH2:37][CH2:38][CH3:39].[O:40]1[CH2:41][CH2:42][O:43][CH2:44][CH2:45]1>>[CH3:1][O:2][C:3](=[O:4])[C:5]1([F:24])[CH:6]=[C:7]2[C:8](=[N:9][CH2:10][N:11]2[CH3:12])[CH:13]=[C:14]1[NH:15][c:16]1[c:17]([F:23])[cH:18][c:19]([CH:25]=[CH2:26])[cH:20][cH:21]1. Reactants: COC(=O)C1CC(=O)N(Cc2ccccc2)C1, CO, [K+], [Li+], C1CCOC1, [OH-], O=S(=O)([O-])O. Product: O=C(O)C1CC(=O)N(Cc2ccccc2)C1. As a reaction SMILES: [CH2:1]([c:2]1[cH:3][cH:4][cH:5][cH:6][cH:7]1)[N:8]1[CH2:9][CH:10]([C:14](=[O:15])[O:16][CH3:17])[CH2:11][C:12]1=[O:13].[CH3:26][OH:27].[K+:25].[Li+:18].[O:28]1[CH2:29][CH2:30][CH2:31][CH2:32]1.[OH-:19].[S:20]([O-:21])([OH:22])(=[O:23])=[O:24]>>[CH2:1]([c:2]1[cH:3][cH:4][cH:5][cH:6][cH:7]1)[N:8]1[CH2:9][CH:10]([C:14](=[O:15])[OH:16])[CH2:11][C:12]1=[O:13]. The reactants are IC=1C=C(C(=NC1)O)[N+](=O)[O-] (5-iodo-3-nitro-pyridin-2-ol), P(=O)(OC1=CC=CC=C1)(Cl)Cl (phenyl dichlorophosphate), C(O)([O-])=O.[Na+] (sodium hydrogen carbonate). Solvent: CCCC(C)C (isohexane). Run at temperature 180 celsius. Product: ClC1=NC=C(C=C1[N+](=O)[O-])I (2-Chloro-5-iodo-3-nitro-pyridine). Reaction SMILES: [I:1][C:2]1[CH:3]=[C:4]([N+:9]([O-:11])=[O:10])[C:5](O)=[N:6][CH:7]=1.C(=O)([O-])O.[Na+].P(Cl)([Cl:26])(OC1C=CC=CC=1)=O>CCCC(C)C>[Cl:26][C:5]1[C:4]([N+:9]([O-:11])=[O:10])=[CH:3][C:2]([I:1])=[CH:7][N:6]=1 |f:1.2|. Reported procedure: A suspension of 5-iodo-3-nitro-pyridin-2-ol (20 g) in phenyl dichlorophosphate (60 ml) was heated at 180° C. for 30 minutes whereby a brown solution was obtained. The solution was allowed to cool then poured onto ice/water, neutralised by a portionwise addition of solid sodium hydrogen carbonate and extracted with ethyl acetate (300 ml) which was then washed twice with 5% sodium hydrogen carbonate solution (250 ml). The organic layer was dried (MgSO4), and evaporated to give a pale brown solid. ...